From a dataset of the Open Reaction Database (ORD), a public repository of structured organic reaction records. describe an organic reaction: reactants, conditions, products, and yield Yields the product OC1CN(C(c2ccccc2)c2ccccc2)C1. Starting materials: ClCC1CO1, Cl, CN(C)C=O, NC(c1ccccc1)c1ccccc1. RXN SMILES: [Cl:15][CH2:16][CH:17]1[O:18][CH2:19]1.[ClH:20].[O:21]=[CH:22][N:23]([CH3:24])[CH3:25].[c:1]1([CH:7]([c:8]2[cH:9][cH:10][cH:11][cH:12][cH:13]2)[NH2:14])[cH:2][cH:3][cH:4][cH:5][cH:6]1>>[c:1]1([CH:7]([c:8]2[cH:9][cH:10][cH:11][cH:12][cH:13]2)[N:14]2[CH2:16][CH:17]([OH:18])[CH2:19]2)[cH:2][cH:3][cH:4][cH:5][cH:6]1. The reactants are C(C)(=O)O (acetic acid), CN1C(=NC=C1)C=O (1-methyl-2-imidazole carboxaldehyde), C(#N)[BH3-].[Na+] (sodium cyanoborohydride), C(CC)N(CCCCN(S(=O)(=O)C1=CC=C(C=C1)CNCC=1NC=CN1)C)CCC (N-(4-dipropylamino-butyl)-4-{[(1H-imidazol-2-ylmethyl)-amino]-methyl}-N-methyl-benzenesulfonamide). Solvent: CO (methanol). Conditions: time 2 day. Product: C(CC)N(CCCCN(S(=O)(=O)C1=CC=C(C=C1)CN(CC=1N(C=CN1)C)CC=1NC=CN1)C)CCC (N-(4-dipropylamino-butyl)-4-{[(1H-imidazol-2-ylmethyl)-(1-methyl-1H-imidazol-2-ylmethyl)-amino]-methyl}-N-methyl-benzenesulfonamide). As a reaction SMILES: [CH2:1]([N:4]([CH2:28][CH2:29][CH3:30])[CH2:5][CH2:6][CH2:7][CH2:8][N:9]([CH3:27])[S:10]([C:13]1[CH:18]=[CH:17][C:16]([CH2:19][NH:20][CH2:21][C:22]2[NH:23][CH:24]=[CH:25][N:26]=2)=[CH:15][CH:14]=1)(=[O:12])=[O:11])[CH2:2][CH3:3].[CH3:31][N:32]1[CH:36]=[CH:35][N:34]=[C:33]1[CH:37]=O.C([BH3-])#N.[Na+].C(O)(=O)C>CO>[CH2:28]([N:4]([CH2:1][CH2:2][CH3:3])[CH2:5][CH2:6][CH2:7][CH2:8][N:9]([CH3:27])[S:10]([C:13]1[CH:18]=[CH:17][C:16]([CH2:19][N:20]([CH2:21][C:22]2[NH:26][CH:25]=[CH:24][N:23]=2)[CH2:37][C:33]2[N:32]([CH3:31])[CH:36]=[CH:35][N:34]=2)=[CH:15][CH:14]=1)(=[O:11])=[O:12])[CH2:29][CH3:30] |f:2.3|. Reported procedure: The compound (171.8 mg) obtained in Example 112-2 was dissolved in anhydrous methanol (7.0 ml). The solution was added with 1-methyl-2-imidazole carboxaldehyde (65.0 mg) and sodium cyanoborohydride (49.0 mg). Then, the solution was adjusted to pH 5 with acetic acid and then stirred at room temperature for 2 days. After the reaction, the solvent was distilled off. The residue was added with a 1 mol/l sodium hydroxide aqueous solution and extracted with chloroform. The extract was dried with magne... As a reaction SMILES: [CH3:25][N:26]([CH3:27])[CH:28]=[O:29].[N+:1]([O-:2])(=[O:3])[c:4]1[cH:5][c:6]([CH2:7][c:8]2[n:9][c:10]3[cH:11][cH:12][cH:13][cH:14][c:15]3[c:16]3[n:17]2[n:18][c:19]([NH2:21])[n:20]3)[cH:22][cH:23][cH:24]1>>[NH2:1][c:4]1[cH:5][c:6]([CH2:7][c:8]2[n:9][c:10]3[cH:11][cH:12][cH:13][cH:14][c:15]3[c:16]3[n:17]2[n:18][c:19]([NH2:21])[n:20]3)[cH:22][cH:23][cH:24]1. Yields the product Nc1cccc(Cc2nc3ccccc3c3nc(N)nn23)c1. Starting materials: CN(C)C=O, Nc1nc2c3ccccc3nc(Cc3cccc([N+](=O)[O-])c3)n2n1.